From a dataset of the Open Reaction Database (ORD), a public repository of structured organic reaction records. describe an organic reaction: reactants, conditions, products, and yield Reactants: BrCBr, O=C1CCCCCCCCCCCC1, O=CC1CCCCCCCCCCCC1, [Cl-], [Cl-], [Cl-], [Cl-], C1CCOC1, [Ti+4], [Zn]. The product is C=C1CCCCCCCCCCCC1. RXN SMILES: [Br:16][CH2:17][Br:18].[C:19]1(=[O:20])[CH2:21][CH2:22][CH2:23][CH2:24][CH2:25][CH2:26][CH2:27][CH2:28][CH2:29][CH2:30][CH2:31][CH2:32]1.[CH:1]1([CH:14]=[O:15])[CH2:2][CH2:3][CH2:4][CH2:5][CH2:6][CH2:7][CH2:8][CH2:9][CH2:10][CH2:11][CH2:12][CH2:13]1.[Cl-:33].[Cl-:34].[Cl-:35].[Cl-:36].[O:39]1[CH2:40][CH2:41][CH2:42][CH2:43]1.[Ti+4:37].[Zn:38]>>[C:1]1(=[CH2:14])[CH2:2][CH2:3][CH2:4][CH2:5][CH2:6][CH2:7][CH2:8][CH2:9][CH2:10][CH2:11][CH2:12][CH2:13]1.